From a dataset of the Open Reaction Database (ORD), a public repository of structured organic reaction records. describe an organic reaction: reactants, conditions, products, and yield The reactants are O (Water), FC=1C=C(COC2=CC=C(C=C2)N2C[C@@H](CC2=O)C(=O)O)C=CC1 ((R)-1-[4-(3-Fluoro-benzyloxy)-phenyl]-5-oxo-pyrrolidine-3-carboxylic acid), C(C)(=O)[O-].[NH4+] (Ammonium acetate), C(=O)(N1C=NC=C1)N1C=NC=C1 (1,1′-Carbonyl-diimidazole). The solvent is CN(C=O)C (N,N-dimethylformamide). Conditions: temperature 0 celsius, time 1 hour. Product: FC=1C=C(COC2=CC=C(C=C2)N2C[C@@H](CC2=O)C(=O)N)C=CC1 ((R)-1-[4-(3-Fluoro-benzyloxy)-phenyl]-5-oxo-pyrrolidine-3-carboxylic acid amide). As a reaction SMILES: [F:1][C:2]1[CH:3]=[C:4]([CH:22]=[CH:23][CH:24]=1)[CH2:5][O:6][C:7]1[CH:12]=[CH:11][C:10]([N:13]2[C:17](=[O:18])[CH2:16][C@@H:15]([C:19](O)=[O:20])[CH2:14]2)=[CH:9][CH:8]=1.C(N1C=CN=C1)([N:27]1C=CN=C1)=O.C([O-])(=O)C.[NH4+].O>CN(C)C=O>[F:1][C:2]1[CH:3]=[C:4]([CH:22]=[CH:23][CH:24]=1)[CH2:5][O:6][C:7]1[CH:12]=[CH:11][C:10]([N:13]2[C:17](=[O:18])[CH2:16][C@@H:15]([C:19]([NH2:27])=[O:20])[CH2:14]2)=[CH:9][CH:8]=1 |f:2.3|. Procedure details: (R)-1-[4-(3-Fluoro-benzyloxy)-phenyl]-5-oxo-pyrrolidine-3-carboxylic acid (1.5 g, 0.005 mol) was dissolved in dry N,N-dimethylformamide under argon and cooled to 0° C. 1,1′-Carbonyl-diimidazole (1.4 g, 0.009 mol) was added to the mixture and the reaction stirred for one hour while the temperature rose from 0° C. to room temperature. Ammonium acetate (5.6 g, 0.073 mol) was added and the reaction was stirred for one hour at room temperature. Water was added dropwise to the mixture and a precipitat... The reactants are OCCO, CCOC(=O)c1c(C)nc(-c2ccccc2)nc1-c1cccc([N+](=O)[O-])c1, CCOC(C)=O, C1CCOC1, O. Yields the product Cc1nc(-c2ccccc2)nc(-c2cccc([N+](=O)[O-])c2)c1C(=O)OCCO. RXN SMILES: [CH2:28]([OH:29])[CH2:31][OH:30].[CH3:1][c:2]1[c:3]([C:23](=[O:24])[O:25][CH2:26][CH3:27])[c:4](-[c:14]2[cH:15][c:16]([N+:20](=[O:21])[O-:22])[cH:17][cH:18][cH:19]2)[n:5][c:6](-[c:8]2[cH:9][cH:10][cH:11][cH:12][cH:13]2)[n:7]1.[CH3:33][CH2:34][O:35][C:36](=[O:37])[CH3:38].[O:39]1[CH2:40][CH2:41][CH2:42][CH2:43]1.[OH2:32]>>[CH3:1][c:2]1[c:3]([C:23](=[O:24])[O:25][CH2:26][CH2:27][OH:30])[c:4](-[c:14]2[cH:15][c:16]([N+:20](=[O:21])[O-:22])[cH:17][cH:18][cH:19]2)[n:5][c:6](-[c:8]2[cH:9][cH:10][cH:11][cH:12][cH:13]2)[n:7]1. Procedure: A mixture of 1 g (9.16 mmol) 4-hydroxymethylpyridine, 0.44 g (11.0 mmol) sodium hydride (60% dispersion in oil) and 15 ml DMF is incubated for 20 min at 0° C. while stirring in a nitrogen atmosphere. At RT, 1 g (3.07 mmol) 1-chloro-4-(4-chloroanilino)phthalazine hydrochloride is added to the mixture, which is stirred for about 1 h at 50° C. and for 15 h at 80° C. Addition to the reaction mixture of a little water, evaporation under vacuum, recrystallization of the residue from methanol, and dryi... Product: ClC1=CC=C(NC2=NN=C(C3=CC=CC=C23)OCC2=CC=NC=C2)C=C1 (1-(4-Chloroanilino)-4-(4-pyridylmethoxy)phthalazine). RXN SMILES: [OH:1][CH2:2][C:3]1[CH:8]=[CH:7][N:6]=[CH:5][CH:4]=1.[H-].[Na+].CN(C=O)C.Cl.Cl[C:18]1[C:27]2[C:22](=[CH:23][CH:24]=[CH:25][CH:26]=2)[C:21]([NH:28][C:29]2[CH:34]=[CH:33][C:32]([Cl:35])=[CH:31][CH:30]=2)=[N:20][N:19]=1>O>[Cl:35][C:32]1[CH:31]=[CH:30][C:29]([NH:28][C:21]2[C:22]3[C:27](=[CH:26][CH:25]=[CH:24][CH:23]=3)[C:18]([O:1][CH2:2][C:3]3[CH:8]=[CH:7][N:6]=[CH:5][CH:4]=3)=[N:19][N:20]=2)=[CH:34][CH:33]=1 |f:1.2,4.5|. Run at time 20 minute. The reactants are OCC1=CC=NC=C1 (4-hydroxymethylpyridine), [H-].[Na+] (sodium hydride), CN(C)C=O (DMF), Cl.ClC1=NN=C(C2=CC=CC=C12)NC1=CC=C(C=C1)Cl (1-chloro-4-(4-chloroanilino)phthalazine hydrochloride). Run in O (water). Starting materials: Br, COc1cnc2c(NCc3nnc4ccc(-c5ccccc5)nn34)ccnc2c1, ClCCl, [Na+], [OH-], O. The product is Oc1cnc2c(NCc3nnc4ccc(-c5ccccc5)nn34)ccnc2c1. RXN SMILES: [BrH:32].[CH3:1][O:2][c:3]1[cH:4][n:5][c:6]2[c:7]([NH:13][CH2:14][c:15]3[n:16][n:17][c:18]4[n:19]3[n:20][c:21](-[c:24]3[cH:25][cH:26][cH:27][cH:28][cH:29]3)[cH:22][cH:23]4)[cH:8][cH:9][n:10][c:11]2[cH:12]1.[Cl:33][CH2:34][Cl:35].[Na+:31].[OH-:30].[OH2:36]>>[OH:2][c:3]1[cH:4][n:5][c:6]2[c:7]([NH:13][CH2:14][c:15]3[n:16][n:17][c:18]4[n:19]3[n:20][c:21](-[c:24]3[cH:25][cH:26][cH:27][cH:28][cH:29]3)[cH:22][cH:23]4)[cH:8][cH:9][n:10][c:11]2[cH:12]1. The reactants are H2N—CO—NH2(m), NC(=O)N (H2N—CO—NH2), NC(=O)N (H2N—CO—NH2), N (NH3), N=C=O (HNCO), H2N—CO—NH2(m) HNCO(g)H2N—CO—NH—CO—NH2, N=C=O (isocyanic acid), NC(=O)NC(=O)N (biuret). Yields the product N1C(=O)NC(=O)NC1=O (cyanuric acid), N (ammonia). Reaction SMILES: [NH2:1][C:2]([NH2:4])=[O:3].N.[NH:6]=C=O.N[C:10]([NH:12][C:13](N)=[O:14])=[O:11]>>[NH:1]1[C:13](=[O:14])[NH:12][C:10](=[O:11])[NH:4][C:2]1=[O:3].[NH3:6]. Procedure details: The selective control over pH may be accomplished using any of a variety of well-known buffering systems known in the art. One such buffering system utilizes urea thermal decomposition (i.e., pyrolysis) to increase pH to the desired value. The pyrolysis of urea is well known, and has been described in, for instance, Study of the Urea Decomposition (Pyrolysis) Reaction and Importance to Cyanuric Acid Production, Peter M. Shaber, et al., American Laboratory (August 1999), which is incorporated her... Procedure details: By the general method described in Step 6 of Example 4, a solution of 6-(3-aminoquinolin-4-ylamino)-1-phenylhexan-1-one (2.76 g, 8.25 mmol), trimethyl orthoformate (1.5 g, 9.9 mmol), and pyridine hydrochloride (95 mg, 0.83 mmol) in toluene (26 mL) was heated at reflux under a Dean-Stark trap for 2 hours, then concentrated under reduced pressure to provide 6-(1H-imidazo[4,5-c]quinolin-1-yl)-1-phenylhexan-1-one as a dark oil that was used directly in the next step without further purification. The solvent is C1(=CC=CC=C1)C (toluene). As a reaction SMILES: [NH2:1][C:2]1[CH:3]=[N:4][C:5]2[C:10]([C:11]=1[NH:12][CH2:13][CH2:14][CH2:15][CH2:16][CH2:17][C:18]([C:20]1[CH:25]=[CH:24][CH:23]=[CH:22][CH:21]=1)=[O:19])=[CH:9][CH:8]=[CH:7][CH:6]=2.[CH:26](OC)(OC)OC.Cl.N1C=CC=CC=1>C1(C)C=CC=CC=1>[N:12]1([CH2:13][CH2:14][CH2:15][CH2:16][CH2:17][C:18]([C:20]2[CH:25]=[CH:24][CH:23]=[CH:22][CH:21]=2)=[O:19])[C:11]2[C:10]3[CH:9]=[CH:8][CH:7]=[CH:6][C:5]=3[N:4]=[CH:3][C:2]=2[N:1]=[CH:26]1 |f:2.3|. Starting materials: NC=1C=NC2=CC=CC=C2C1NCCCCCC(=O)C1=CC=CC=C1 (6-(3-aminoquinolin-4-ylamino)-1-phenylhexan-1-one), C(OC)(OC)OC (trimethyl orthoformate), Cl.N1=CC=CC=C1 (pyridine hydrochloride). Yields the product N1(C=NC=2C=NC=3C=CC=CC3C21)CCCCCC(=O)C2=CC=CC=C2 (6-(1H-imidazo[4,5-c]quinolin-1-yl)-1-phenylhexan-1-one). The reactants are C(=O)(OC(C)(C)C)N[C@@H](CC1=CC=C(C=C1)OCC1=CC=CC=C1)[C@@H]1C[C@H](C(O1)=O)CC1=CC=C(C=C1)OC (5(S)-[1(S)-(Boc-amino)-2-(p-benzyloxy-phenyl)-ethyl]-3(R)-[(p-methoxyphenyl)methyl]dihydrofuran-2-(3H)-one), [OH-].[Li+] (lithium hydroxide), C(OC)COC (dimethoxyethane). The solvent is O (water). Run at time 25 hour. Product: C(=O)(OC(C)(C)C)N[C@H]([C@H](C[C@H](C(=O)O)CC1=CC=C(C=C1)OC)O)CC1=CC=C(C=C1)OCC1=CC=CC=C1 (5(S)-(Boc-Amino)-4(S)-hydroxy-6-(p-benzyloxyphenyl)-2(R)-[(p-methoxyphenyl)methyl]hexanoic acid). Reaction SMILES: [C:1]([NH:8][C@H:9]([C@H:25]1[O:29][C:28](=[O:30])[C@H:27]([CH2:31][C:32]2[CH:37]=[CH:36][C:35]([O:38][CH3:39])=[CH:34][CH:33]=2)[CH2:26]1)[CH2:10][C:11]1[CH:16]=[CH:15]C(OCC2C=CC=CC=2)=[CH:13][CH:12]=1)([O:3][C:4]([CH3:7])([CH3:6])[CH3:5])=[O:2].[OH-:40].[Li+].[CH2:42]([CH2:45][O:46][CH3:47])OC>O>[C:1]([NH:8][C@@H:9]([CH2:10][C:11]1[CH:16]=[CH:15][C:47]([O:46][CH2:45][C:42]2[CH:26]=[CH:25][CH:9]=[CH:10][CH:11]=2)=[CH:13][CH:12]=1)[C@@H:25]([OH:40])[CH2:26][C@@H:27]([CH2:31][C:32]1[CH:37]=[CH:36][C:35]([O:38][CH3:39])=[CH:34][CH:33]=1)[C:28]([OH:29])=[O:30])([O:3][C:4]([CH3:5])([CH3:6])[CH3:7])=[O:2] |f:1.2|. Procedure details: 2.6 g (4.89 mmol) of 5(S)-[1(S)-(Boc-amino)-2-(p-benzyloxy-phenyl)-ethyl]-3(R)-[(p-methoxyphenyl)methyl]dihydrofuran-2-(3H)-one in 50 ml of dimethoxyethane are hydrolysed, under an N2 atmosphere, with 19.6 ml of a 1M lithium hydroxide solution in water. After 25 h at RT, the dimethoxyethane is evaporated off on a RE, and the residue is treated with an ice-cold mixture of 150 ml of sat. NH4Cl solution, 25 ml of 10% citric acid solution and methylene chloride. The aqueous phase is separated off an... Starting materials: OC1=C(C=C(CNC(OC(C)(C)C)=O)C=C1)OC (tert-butyl 4-hydroxy-3-methoxybenzylcarbamate), C([O-])([O-])=O.[K+].[K+] (potassium carbonate), Cl.ClCC=1C=CC(=NC1)OC (5-(chloromethyl)-2-methoxypyridine hydrochloride). Solvent: C(C)#N (acetonitrile), O (water). Run at time 23 hour. Product: COC=1C=C(CNC(OC(C)(C)C)=O)C=CC1OCC=1C=NC(=CC1)OC (tert-butyl 3-methoxy-4-((6-methoxypyridin-3-yl)methoxy)benzylcarbamate). The yield is 96.2%. Reaction SMILES: [OH:1][C:2]1[CH:16]=[CH:15][C:5]([CH2:6][NH:7][C:8](=[O:14])[O:9][C:10]([CH3:13])([CH3:12])[CH3:11])=[CH:4][C:3]=1[O:17][CH3:18].C(=O)([O-])[O-].[K+].[K+].Cl.Cl[CH2:27][C:28]1[CH:29]=[CH:30][C:31]([O:34][CH3:35])=[N:32][CH:33]=1>C(#N)C.O>[CH3:18][O:17][C:3]1[CH:4]=[C:5]([CH:15]=[CH:16][C:2]=1[O:1][CH2:27][C:28]1[CH:33]=[N:32][C:31]([O:34][CH3:35])=[CH:30][CH:29]=1)[CH2:6][NH:7][C:8](=[O:14])[O:9][C:10]([CH3:13])([CH3:12])[CH3:11] |f:1.2.3,4.5|. Procedure details: To a stirred solution of tert-butyl 4-hydroxy-3-methoxybenzylcarbamate (22.44 g, 88.59 mmol) in acetonitrile (250 mL) was added potassium carbonate (30.61 g, 221.5 mmol) and 5-(chloromethyl)-2-methoxypyridine hydrochloride (18.33 g, 94.46 mmol). The resulting mixture was heated to reflux and stirred. After 23 h, the light green suspension was allowed to cool to room temperature and was diluted with water (600 mL), resulting in the formation of a precipitate. The solids were isolated by filtratio... The reactants are CC(CCN)(C)C (3,3-dimethylbutyamine), CN1C(=NC=C1)C=O (1-methyl-1H-imidazole-2-carbaldehyde), [BH4-].[Na+] (sodium borohydride). Run in CO (methanol). Conditions: time 1 hour. The product is CC(CCNCC=1N(C=CN1)C)(C)C ((3,3-dimethyl-butyl)-(1-methyl-1H-imidazol-2-ylmethyl)-amine). RXN SMILES: [CH3:1][C:2]([CH3:7])([CH3:6])[CH2:3][CH2:4][NH2:5].[CH3:8][N:9]1[CH:13]=[CH:12][N:11]=[C:10]1[CH:14]=O.[BH4-].[Na+]>CO>[CH3:1][C:2]([CH3:7])([CH3:6])[CH2:3][CH2:4][NH:5][CH2:14][C:10]1[N:9]([CH3:8])[CH:13]=[CH:12][N:11]=1 |f:2.3|. Procedure details: To a stirred solution of 3,3-dimethylbutyamine (2.81 g, 27.8 mmol) and 1-methyl-1H-imidazole-2-carbaldehyde (3.21 g, 29.1 mmol) in methanol (30 mL) at room temperature, sodium borohydride (1.05 g, 27.8 mmol) was added. The reaction mixture was then stirred at room temperature for 1 hour. The reaction mixture was concentrated, and hydrochloric acid (6 N, 5 mL) was then added. The resulting solution was washed with diethyl ether once. The aqueous phase was made basic by adding sodium hydroxide sol...